This data is from the Open Reaction Database (ORD), a public repository of structured organic reaction records. The task is: describe an organic reaction: reactants, conditions, products, and yield The reactants are O (water), COC(OC)OC (trimethylorthoformate), COC(=O)C1=NC=C(N=C1)C=CN(C)C (5-(2-dimethylamino-vinyl)-pyrazine-2-carboxylic acid methyl ester), I(=O)(=O)(=O)[O-].[Na+] (sodium periodate). The product is COC(=O)C1=NC=C(N=C1)C(OC)OC (5-dimethoxymethyl-pyrazine-2-carboxylic acid methyl ester). The reagents and catalysts are O.C1(=CC=C(C=C1)S(=O)(=O)O)C (p-toluenesulfonic acid monohydrate). As a reaction SMILES: [CH3:1][O:2][C:3]([C:5]1[CH:10]=[N:9][C:8](C=CN(C)C)=[CH:7][N:6]=1)=[O:4].I([O-])(=O)(=O)=O.[Na+].O.CO[CH:25]([O:28][CH3:29])[O:26][CH3:27]>CO.C(OCC)(=O)C.O.C1(C)C=CC(S(O)(=O)=O)=CC=1>[CH3:1][O:2][C:3]([C:5]1[CH:10]=[N:9][C:8]([CH:25]([O:26][CH3:27])[O:28][CH3:29])=[CH:7][N:6]=1)=[O:4] |f:1.2,7.8|. Reported procedure: A mixture of 5-(2-dimethylamino-vinyl)-pyrazine-2-carboxylic acid methyl ester (3.00 g, 14.5 mmol) and sodium periodate (9.09 g, 43.5 mmol) in methanol (40 mL) at 0° C. was treated dropwise with water (80 mL). The mixture was stirred at 0° C. for 30 min and then at 25° C. for 30 min. The mixture was partitioned between a saturated aqueous sodium bicarbonate solution (50 mL) and ethyl acetate (50 mL). The aqueous later was separated and saturated with sodium chloride. The aqueous layer was then e... Yield: 73.0%. Run at temperature 0 celsius, time 30 minute. Run in CO (methanol), CO (methanol), C(C)(=O)OCC (ethyl acetate). The product is NC(CO)C(=O)N1CCC(COC(=O)Nc2ccc(C(F)(F)F)cc2)(C(=O)NCc2ccccc2Cl)CC1. Reaction SMILES: [CH3:53][OH:54].[ClH:46].[F:1][C:2]([c:3]1[cH:4][cH:5][c:6]([NH:9][C:10]([O:11][CH2:12][C:13]2([C:32]([NH:33][CH2:34][c:35]3[c:36]([Cl:41])[cH:37][cH:38][cH:39][cH:40]3)=[O:42])[CH2:14][CH2:15][N:16]([C:19]([CH:20]([CH2:21][OH:22])[NH:23][C:24]([O:25][C:26]([CH3:27])([CH3:28])[CH3:29])=[O:30])=[O:31])[CH2:17][CH2:18]2)=[O:43])[cH:7][cH:8]1)([F:44])[F:45].[O:47]1[CH2:48][CH2:49][O:50][CH2:51][CH2:52]1>>[F:1][C:2]([c:3]1[cH:4][cH:5][c:6]([NH:9][C:10]([O:11][CH2:12][C:13]2([C:32]([NH:33][CH2:34][c:35]3[c:36]([Cl:41])[cH:37][cH:38][cH:39][cH:40]3)=[O:42])[CH2:14][CH2:15][N:16]([C:19]([CH:20]([CH2:21][OH:22])[NH2:23])=[O:31])[CH2:17][CH2:18]2)=[O:43])[cH:7][cH:8]1)([F:44])[F:45]. Reactants: CO, Cl, CC(C)(C)OC(=O)NC(CO)C(=O)N1CCC(COC(=O)Nc2ccc(C(F)(F)F)cc2)(C(=O)NCc2ccccc2Cl)CC1, C1COCCO1. Starting materials: COc1ncc(C#N)c2c1c1ccc(C(F)(F)F)cc1n2C, [Na+], O=C([O-])O, O=P(Cl)(Cl)Cl. Product: Cn1c2cc(C(F)(F)F)ccc2c2c(Cl)ncc(C#N)c21. RXN SMILES: [CH3:1][O:2][c:3]1[n:4][cH:5][c:6]([C:21]#[N:22])[c:7]2[n:8]([CH3:20])[c:9]3[cH:10][c:11]([C:16]([F:17])([F:18])[F:19])[cH:12][cH:13][c:14]3[c:15]12.[Na+:27].[O-:23][C:24]([OH:25])=[O:26].[P:28]([Cl:29])([Cl:30])([Cl:31])=[O:32]>>[c:3]1([Cl:30])[n:4][cH:5][c:6]([C:21]#[N:22])[c:7]2[n:8]([CH3:20])[c:9]3[cH:10][c:11]([C:16]([F:17])([F:18])[F:19])[cH:12][cH:13][c:14]3[c:15]12. The reactants are O[C@](C(=O)N(C)OC)(CO)C ((2S)-2,3-dihydroxy-N-methoxy-N,2-dimethylpropanamide), COC(C)(C)OC (acetone dimethylacetal), O.C1(=CC=C(C=C1)S(=O)(=O)O)C (p-toluenesulfonic acid monohydrate). The solvent is CC(=O)C (acetone). Product: CON(C(=O)[C@]1(OC(OC1)(C)C)C)C ((4S)-N-methoxy-N,2,2,4-tetramethyl-1,3-dioxolane-4-carboxamide). As a reaction SMILES: [OH:1][C@@:2]([CH3:11])([CH2:9][OH:10])[C:3]([N:5]([O:7][CH3:8])[CH3:6])=[O:4].CO[C:14](OC)([CH3:16])[CH3:15].O.C1(C)C=CC(S(O)(=O)=O)=CC=1>CC(C)=O>[CH3:8][O:7][N:5]([CH3:6])[C:3]([C@:2]1([CH3:11])[CH2:9][O:10][C:14]([CH3:16])([CH3:15])[O:1]1)=[O:4] |f:2.3|. Procedure: The compound prepared in Example 130(a) (12.4 g), acetone (150 mL), acetone dimethylacetal (18 mL) and p-toluenesulfonic acid monohydrate (290 mg) were stirred at room temperature for an hour. The reaction mixture was concentrated, poured into a cold aqueous solution of sodium hydrogen carbonate and extracted with a mixed solution of ethyl acetate-hexane (1:1). The obtained organic layer was washed with an aqueous saturated sodium hydrogen carbonate solution, water and brine, and dried over anhy... The reactants are Br, CC(=O)O, CCOCC, CCOC(C)=O, CCCC1CC(N(C)C(C)C)CCC1N1CCC(NC(=O)OCc2ccccc2)C1=O, O. Product: CCCC1CC(N(C)C(C)C)CCC1N1CCC(N)C1=O. Reaction SMILES: [BrH:32].[C:33]([OH:34])(=[O:35])[CH3:36].[CH3:37][CH2:38][O:39][CH2:40][CH3:41].[CH3:43][CH2:44][O:45][C:46]([CH3:47])=[O:48].[CH:1]([CH3:2])([CH3:3])[N:4]([CH:5]1[CH2:6][CH:7]([CH2:28][CH2:29][CH3:30])[CH:8]([N:11]2[C:12](=[O:27])[CH:13]([NH:16][C:17](=[O:18])[O:19][CH2:20][c:21]3[cH:22][cH:23][cH:24][cH:25][cH:26]3)[CH2:14][CH2:15]2)[CH2:9][CH2:10]1)[CH3:31].[OH2:42]>>[CH:1]([CH3:2])([CH3:3])[N:4]([CH:5]1[CH2:6][CH:7]([CH2:28][CH2:29][CH3:30])[CH:8]([N:11]2[C:12](=[O:27])[CH:13]([NH2:16])[CH2:14][CH2:15]2)[CH2:9][CH2:10]1)[CH3:31]. Product: CC(NC=O)C1(C)OCCO1. RXN SMILES: [CH3:11][O-:12].[CH3:19][OH:20].[CH:14](=[O:15])[O:16][CH2:17][CH3:18].[ClH:1].[NH2:2][CH:3]([CH3:4])[C:5]1([CH3:10])[O:6][CH2:7][CH2:8][O:9]1.[Na+:13]>>[NH:2]([CH:3]([CH3:4])[C:5]1([CH3:10])[O:6][CH2:7][CH2:8][O:9]1)[CH:14]=[O:15]. Starting materials: C[O-], CO, CCOC=O, Cl, CC(N)C1(C)OCCO1, [Na+].